Dataset: the Open Reaction Database (ORD), a public repository of structured organic reaction records. Task: describe an organic reaction: reactants, conditions, products, and yield Reactants: C1CCOC1, CC[O-], CCO, COc1ccc(CN(Cc2ccc(OC)cc2)c2ccc(C(F)(F)F)c(Cl)n2)cc1, [Na+], [Na]. Yields the product CCOc1nc(N(Cc2ccc(OC)cc2)Cc2ccc(OC)cc2)ccc1C(F)(F)F. As a reaction SMILES: [CH2:39]1[O:40][CH2:41][CH2:42][CH2:43]1.[CH3:2][CH2:3][O-:4].[CH3:6][CH2:7][OH:8].[CH3:9][O:10][c:11]1[cH:12][cH:13][c:14]([CH2:15][N:16]([CH2:17][c:18]2[cH:19][cH:20][c:21]([O:24][CH3:25])[cH:22][cH:23]2)[c:26]2[n:27][c:28]([Cl:36])[c:29]([C:32]([F:33])([F:34])[F:35])[cH:30][cH:31]2)[cH:37][cH:38]1.[Na+:1].[Na:5]>>[CH3:2][CH2:3][O:4][c:28]1[n:27][c:26]([N:16]([CH2:15][c:14]2[cH:13][cH:12][c:11]([O:10][CH3:9])[cH:38][cH:37]2)[CH2:17][c:18]2[cH:19][cH:20][c:21]([O:24][CH3:25])[cH:22][cH:23]2)[cH:31][cH:30][c:29]1[C:32]([F:33])([F:34])[F:35]. Starting materials: COC=1C=C(C=C(C1)OC)C(CC#N)=O (3-(3,5-dimethoxyphenyl)-3-oxopropanenitrile), CNN (methyl hydrazine). Run in CO (methanol). Procedure: A solution of 3-(3,5-dimethoxyphenyl)-3-oxopropanenitrile (1.4 g, 6.82 mmol) and methyl hydrazine (0.54 ml, 10.23 mmol) in methanol (5 ml) was irradiated using a microwave at 160° C. for 0.25 h. The solution was evaporated under reduced pressure and the resulting crude product was purified by column chromatography (eluent 10% MeOH in CH2Cl2) to yield 1.3 g (82%) of the title compound. [1H-NMR (DMSO-d6, 360 MHz) δ 6.82 (d, 2H), 6.38 (t, 1H), 5.69 (2, 1H), 5.25 (s, 2H), 3.77 (s, 6H), 3.58 (s, 3H);... RXN SMILES: [CH3:1][O:2][C:3]1[CH:4]=[C:5]([C:11](=O)[CH2:12][C:13]#[N:14])[CH:6]=[C:7]([O:9][CH3:10])[CH:8]=1.[CH3:16][NH:17][NH2:18]>CO>[CH3:1][O:2][C:3]1[CH:4]=[C:5]([C:11]2[CH:12]=[C:13]([NH2:14])[N:17]([CH3:16])[N:18]=2)[CH:6]=[C:7]([O:9][CH3:10])[CH:8]=1. Yield: 81.7%. Yields the product COC=1C=C(C=C(C1)OC)C=1C=C(N(N1)C)N (5-(3,5-Dimethoxy-phenyl)-2-methyl-2H-pyrazol-3-ylamine).